From a dataset of the Open Reaction Database (ORD), a public repository of structured organic reaction records. describe an organic reaction: reactants, conditions, products, and yield The reactants are O=C=NCc1ccccc1, NCC1CN(Cc2ccc(Cl)c(Cl)c2)CCO1, ClCCl. Product: O=C(NCc1ccccc1)NCC1CN(Cc2ccc(Cl)c(Cl)c2)CCO1. RXN SMILES: [CH2:18]([c:19]1[cH:20][cH:21][cH:22][cH:23][cH:24]1)[N:25]=[C:26]=[O:27].[Cl:1][c:2]1[cH:3][c:4]([CH2:5][N:6]2[CH2:7][CH:8]([CH2:12][NH2:13])[O:9][CH2:10][CH2:11]2)[cH:14][cH:15][c:16]1[Cl:17].[Cl:28][CH2:29][Cl:30]>>[Cl:1][c:2]1[cH:3][c:4]([CH2:5][N:6]2[CH2:7][CH:8]([CH2:12][NH:13][C:26]([NH:25][CH2:18][c:19]3[cH:20][cH:21][cH:22][cH:23][cH:24]3)=[O:27])[O:9][CH2:10][CH2:11]2)[cH:14][cH:15][c:16]1[Cl:17]. The reactants are O=C([O-])[O-], O=C1c2ccc(F)nc2OCCN1Cc1ccccc1, [K+], [K+], CN(C)C=O, O, Oc1ccccc1Cl. Yields the product O=C1c2ccc(Oc3ccccc3Cl)nc2OCCN1Cc1ccccc1. Reaction SMILES: [C:29](=[O:30])([O-:31])[O-:32].[CH2:1]([c:2]1[cH:3][cH:4][cH:5][cH:6][cH:7]1)[N:8]1[CH2:9][CH2:10][O:11][c:12]2[c:13]([cH:16][cH:17][c:18]([F:20])[n:19]2)[C:14]1=[O:15].[K+:33].[K+:34].[O:35]=[CH:36][N:37]([CH3:38])[CH3:39].[OH2:40].[OH:21][c:22]1[cH:23][cH:24][cH:25][cH:26][c:27]1[Cl:28]>>[CH2:1]([c:2]1[cH:3][cH:4][cH:5][cH:6][cH:7]1)[N:8]1[CH2:9][CH2:10][O:11][c:12]2[c:13]([cH:16][cH:17][c:18]([O:21][c:22]3[cH:23][cH:24][cH:25][cH:26][c:27]3[Cl:28])[n:19]2)[C:14]1=[O:15]. The reactants are ClC=1C=C(C=CC1)S(=O)(=O)NC1=C2C(=NC(=C1C(=O)OCC)C)SC(=C2C2=CC(=CC=C2)OC)NC(=O)OC(C)(C)C (ethyl 4-{[(3-chlorophenyl)sulfonyl]amino}-2-({[(1,1-dimethylethyl)oxy]carbonyl}amino)-6-methyl-3-[3-(methyloxy)phenyl]thieno[2,3-b]pyridine-5-carboxylate), [OH-].[Na+] (NaOH), C(=O)O (formic acid). The solvent is O (water), CS(=O)C (DMSO). Reaction conditions: temperature 150 celsius. Yields the product NC1=C(C=2C(=NC(=C(C2NS(=O)(=O)C2=CC(=CC=C2)Cl)C(=O)O)C)S1)C1=CC(=CC=C1)OC (2-Amino-4-{[(3-chlorophenyl)sulfonyl]amino}-6-methyl-3-[3-(methyloxy)phenyl]thieno[2,3-b]pyridine-5-carboxylic acid). Isolated yield 81.1%. As a reaction SMILES: [Cl:1][C:2]1[CH:3]=[C:4]([S:8]([NH:11][C:12]2[C:17]([C:18]([O:20]CC)=[O:19])=[C:16]([CH3:23])[N:15]=[C:14]3[S:24][C:25]([NH:35]C(OC(C)(C)C)=O)=[C:26]([C:27]4[CH:32]=[CH:31][CH:30]=[C:29]([O:33][CH3:34])[CH:28]=4)[C:13]=23)(=[O:10])=[O:9])[CH:5]=[CH:6][CH:7]=1.[OH-].[Na+].C(O)=O>CS(C)=O.O>[NH2:35][C:25]1[S:24][C:14]2=[N:15][C:16]([CH3:23])=[C:17]([C:18]([OH:20])=[O:19])[C:12]([NH:11][S:8]([C:4]3[CH:5]=[CH:6][CH:7]=[C:2]([Cl:1])[CH:3]=3)(=[O:9])=[O:10])=[C:13]2[C:26]=1[C:27]1[CH:32]=[CH:31][CH:30]=[C:29]([O:33][CH3:34])[CH:28]=1 |f:1.2|. Reported procedure: A mixture of ethyl 4-{[(3-chlorophenyl)sulfonyl]amino}-2-({[(1,1-dimethylethyl)oxy]carbonyl}amino)-6-methyl-3-[3-(methyloxy)phenyl]thieno[2,3-b]pyridine-5-carboxylate (Description 83) (600 mg, 0.949 mmol) and aqueous NaOH (2M) (2.373 mL, 4.75 mmol) in DMSO (10 mL) was heated at 150° C. for 40 min. After cooling to RT, the mixture was diluted with water (20 mL) and acidified with formic acid to pH 6. The mixture was then extracted with ethyl acetate (30 mL×5) and the combined organics concentrate... The reactants are S(O)(O)(=O)=O (sulfuric acid), C1(CC1)COC=1C=C(C=CC1OC(F)F)C1=CC=NC=2N1N=C(N2)C=2C=NC=CC2 (7-[3-(cyclopropylmethoxy)-4-(difluoromethoxy)phenyl]-2-pyridin-3-yl-[1,2,4]triazolo[1,5-a]pyrimidine), C1(CC1)COC=1C=C(C=CC1OC(F)F)C1=CC=NC=2N1N=C(N2)C=2C=NC=CC2 (7-[3-(cyclopropylmethoxy)-4-(difluoromethoxy)phenyl]-2-pyridin-3-yl-[1,2,4]triazolo[1,5-a]pyrimidine). Run in C(Cl)Cl (methylene chloride). Conditions: time 1 hour. Yields the product desired compound, S([O-])(O)(=O)=O.C1(CC1)COC=1C=C(C=CC1OC(F)F)C1=CC=NC=2N1N=C(N2)C=2C=[NH+]C=CC2 (3-[7-{3-(cyclopropylmethoxy)-4-(difluoromethoxy)phenyl}-[1,2,4]triazolo[1,5-a]pyrimidin-2-yl]-pyridinium bisulfate). Yield: 59.1%. Reaction SMILES: [CH:1]1([CH2:4][O:5][C:6]2[CH:7]=[C:8]([C:16]3[N:21]4[N:22]=[C:23]([C:25]5[CH:26]=[N:27][CH:28]=[CH:29][CH:30]=5)[N:24]=[C:20]4[N:19]=[CH:18][CH:17]=3)[CH:9]=[CH:10][C:11]=2[O:12][CH:13]([F:15])[F:14])[CH2:3][CH2:2]1.[S:31](=[O:35])(=[O:34])([OH:33])[OH:32]>C(Cl)Cl>[S:31](=[O:33])(=[O:32])([OH:35])[O-:34].[CH:1]1([CH2:4][O:5][C:6]2[CH:7]=[C:8]([C:16]3[N:21]4[N:22]=[C:23]([C:25]5[CH:26]=[NH+:27][CH:28]=[CH:29][CH:30]=5)[N:24]=[C:20]4[N:19]=[CH:18][CH:17]=3)[CH:9]=[CH:10][C:11]=2[O:12][CH:13]([F:15])[F:14])[CH2:3][CH2:2]1 |f:3.4|. Procedure: In methylene chloride, dissolved was 7-[3-(cyclopropylmethoxy)-4-(difluoromethoxy)phenyl]-2-pyridin-3-yl-[1,2,4]triazolo[1,5-a]pyrimidine (Compound 101) (0.03 g, 0.73 mmol), and 95% sulfuric acid (0.008 g, 0.08 mmol) was added thereto. The mixture was stirred at room temperature for 1 hour. When the reaction was completed, the solid produced was filtered, washed with Et2O, and dried to obtain the desired compound, 3-[7-{3-(cyclopropylmethoxy)-4-(difluoromethoxy)phenyl}-[1,2,4]triazolo[1,5-a]pyri...